This data is from the Open Reaction Database (ORD), a public repository of structured organic reaction records. The task is: describe an organic reaction: reactants, conditions, products, and yield The reactants are CCOC(CBr)OCC, CC(C)(C)[O-], CS(C)=O, Cl, [K+], O=C1Nc2ccccc2C1=O. Yields the product CCOC(CN1C(=O)C(=O)c2ccccc21)OCC. RXN SMILES: [CH2:18]([CH3:19])[O:20][CH:21]([CH2:22][Br:23])[O:24][CH2:25][CH3:26].[CH3:12][C:13]([CH3:14])([O-:15])[CH3:16].[CH3:28][S:29](=[O:30])[CH3:31].[ClH:27].[K+:17].[O:1]=[C:2]1[NH:3][c:4]2[cH:5][cH:6][cH:7][cH:8][c:9]2[C:10]1=[O:11]>>[O:1]=[C:2]1[N:3]([CH2:22][CH:21]([O:20][CH2:18][CH3:19])[O:24][CH2:25][CH3:26])[c:4]2[cH:5][cH:6][cH:7][cH:8][c:9]2[C:10]1=[O:11]. Starting materials: CC1(CCC=CC12CCCC(C2)C=O)C (11,11-dimethyl-spiro[5.5]undec-7-ene-2-carbaldehyde), [BH4-].[Na+] (sodium borohydride), [OH-].[Na+] (sodium hydroxide). The solvent is CO (methanol). The product is CC1(CCC=CC12CCCC(C2)CO)C ((11,11-dimethyl-spiro[5.5]undec-7-en-2-yl)-methanol). The yield is 96.5%. RXN SMILES: [CH3:1][C:2]1([CH3:15])[C:7]2([CH2:12][CH:11]([CH:13]=[O:14])[CH2:10][CH2:9][CH2:8]2)[CH:6]=[CH:5][CH2:4][CH2:3]1.[BH4-].[Na+].[OH-].[Na+]>CO>[CH3:1][C:2]1([CH3:15])[C:7]2([CH2:12][CH:11]([CH2:13][OH:14])[CH2:10][CH2:9][CH2:8]2)[CH:6]=[CH:5][CH2:4][CH2:3]1 |f:1.2,3.4|. Reported procedure: To a solution of 11,11-dimethyl-spiro[5.5]undec-7-ene-2-carbaldehyde (195 mg) obtained in Step 7 in methanol (5 mL) was added sodium borohydride (55 mg) under ice-cooling, followed by stirring the reaction mixture under ice-cooling for 15 minutes. Then, after addition of 0.5N aqueous sodium hydroxide solution (10 mL), the reaction mixture was extracted with diethyl ether. The organic layer was washed with water, dried and concentrated. The residue was purified by column chromatography on silica ...